describe an organic reaction: reactants, conditions, products, and yield From a dataset of the Open Reaction Database (ORD), a public repository of structured organic reaction records. Reactants: COC1=CC=C(C=2C3C(NC(C3CCC21)=O)=O)OCCCC2=CC=CC=C2 (3a,4,5,9b-Tetrahydro-6-methoxy-9-(3-phenylpropyloxy)-1H-benz[e]isoindole-1,3-(2H)-dione), C(C)I (ethyl iodide). Product: C(C)N1C(C2CCC3=C(C2C1=O)C(=CC=C3OC)OCCCC3=CC=CC=C3)=O (2-Ethyl-3a,4,5,9b-tetrahydro-6-methoxy-9-(3-phenylpropyloxy)-1H-benz[e]isoindole-1,3-(2H)-dione). RXN SMILES: [CH3:1][O:2][C:3]1[C:15]2[CH2:14][CH2:13][CH:12]3[CH:8]([C:9](=[O:17])[NH:10][C:11]3=[O:16])[C:7]=2[C:6]([O:18][CH2:19][CH2:20][CH2:21][C:22]2[CH:27]=[CH:26][CH:25]=[CH:24][CH:23]=2)=[CH:5][CH:4]=1.[CH2:28](I)[CH3:29]>>[CH2:28]([N:10]1[C:9](=[O:17])[CH:8]2[CH:12]([CH2:13][CH2:14][C:15]3[C:3]([O:2][CH3:1])=[CH:4][CH:5]=[C:6]([O:18][CH2:19][CH2:20][CH2:21][C:22]4[CH:23]=[CH:24][CH:25]=[CH:26][CH:27]=4)[C:7]=32)[C:11]1=[O:16])[CH3:29]. Procedure: Using the procedure of example 64 with the product of example 135 and ethyl iodide gave the compound; M+ 393. Reactants: FC(C(C(C(CCI)(F)F)(F)F)(F)F)(F)F (1,1,1,2,2,3,3,4,4-nonafluoro-6-iodohexane), P(=O)(OCC)(OCC)OCC (triethyl phosphate). Conditions: temperature 160 celsius. Yields the product C(C)OP(OCC)(=O)CCC(C(C(C(F)(F)F)(F)F)(F)F)(F)F (diethyl(3,3,4,4,5,5,6,6,6-nonafluorohexyl)phosphonate). Isolated yield 90.0%. As a reaction SMILES: [F:1][C:2]([F:16])([F:15])[C:3]([F:14])([F:13])[C:4]([F:12])([F:11])[C:5]([F:10])([F:9])[CH2:6][CH2:7]I.[P:17](OCC)([O:22][CH2:23][CH3:24])([O:19][CH2:20][CH3:21])=[O:18]>>[CH2:20]([O:19][P:17]([CH2:7][CH2:6][C:5]([F:10])([F:9])[C:4]([F:12])([F:11])[C:3]([F:14])([F:13])[C:2]([F:16])([F:15])[F:1])(=[O:18])[O:22][CH2:23][CH3:24])[CH3:21]. Reported procedure: Neat 1,1,1,2,2,3,3,4,4-nonafluoro-6-iodohexane (10 mmol) was added to 50 mmol of triethyl phosphate. The reaction mixture was heated at 160° C. overnight to produce diethyl(3,3,4,4,5,5,6,6,6-nonafluorohexyl)phosphonate, which was isolated by fractional distillation (90-95% yield). Neat trimethylsilyl bromide (21 mmol) was added slowly to a solution of diethyl(3,3,4,4,5,5,6,6,6-nonafluorohexyl)phosphonate (7 mmol) in dry CH2Cl2 (25 mL) at 0° C. The reaction mixture was stirred overnight at room t... The reactants are [O-]CC.[Na+] (sodium ethoxide), C(C=C)O (allyl alcohol), C(C)OC(=O)CC=1N2C(SC1)=CN=C2 (3-ethoxycarbonylmethylimidazo[5,1-b]thiazole). Product: C(C=C)OC(=O)CC=1N2C(SC1)=CN=C2 (3-(allyloxycarbonyl)methylimidazo[5,1-b]thiazole). RXN SMILES: [O-]CC.[Na+].[CH2:5]([OH:8])[CH:6]=[CH2:7].C([O:11][C:12]([CH2:14][C:15]1[N:16]2[CH:22]=[N:21][CH:20]=[C:17]2[S:18][CH:19]=1)=O)C>>[CH2:5]([O:8][C:12]([CH2:14][C:15]1[N:16]2[CH:22]=[N:21][CH:20]=[C:17]2[S:18][CH:19]=1)=[O:11])[CH:6]=[CH2:7] |f:0.1|. Procedure details: A 30 mg potion of a sodium ethoxide powder was added to 6.2 ml of an allyl alcohol solution containing 314.2 mg of 3-ethoxycarbonylmethylimidazo[5,1-b]thiazole, and the mixture was then was then heated under reflux for 7 hours. After cooled, the reaction solution was concentrated under reduced pressure, and the organic layer extracted with dichloromethane (10 ml×4) was dried over anhydrous magnesium sulfate, and then filtered, and the solvent was evaporated under reduced pressure. The resulting ... The reactants are CC(C)C(=O)c1cc(Br)cs1, Cl, NN, O, O, OCCO. Product: CC(C)Cc1cc(Br)cs1. Reaction SMILES: [Br:1][c:2]1[cH:3][c:4]([C:7]([CH:8]([CH3:9])[CH3:10])=[O:11])[s:5][cH:6]1.[ClH:15].[NH2:13][NH2:14].[OH2:12].[OH2:20].[OH:16][CH2:17][CH2:18][OH:19]>>[Br:1][c:2]1[cH:3][c:4]([CH2:7][CH:8]([CH3:9])[CH3:10])[s:5][cH:6]1. The reactants are 1,3-bis-(2,4,6-trimethylphenyl-2-imidazolidinylidene)dichloro(phenylmethylene)-(tricyclohexylphosphine)ruthenium, BrC(CN(C(=O)[C@@H](CC=C)NC(OCC1=CC=CC=C1)=O)CC1=C(C=C(C=C1)OC)OC)=C (benzyl (1R)-1-{[(2-bromoprop-2-enyl)(2,4-dimethoxybenzyl) amino]carbonyl}but-3-enylcarbamate). The reagents and catalysts are Cl[Ru]([P](C1CCCCC1)(C2CCCCC2)C3CCCCC3)(=CC4=CC=CC=C4)(Cl)=C5N(C6=C(C)C=C(C)C=C6C)CCN5C7=C(C)C=C(C)C=C7C (Grubbs second generation). Run in ClCCl (dichloromethane). Run at temperature 40 celsius, time 18 hour. Yields the product BrC1=CC[C@H](C(N(C1)CC1=C(C=C(C=C1)OC)OC)=O)NC(OCC1=CC=CC=C1)=O (Benzyl (3R)-6-bromo-1-(2,4-dimethoxybenzyl)-2-oxo-2,3,4,7-tetrahydro-1H-azepin-3-ylcarbamate). Isolated yield 15.8%. Reaction SMILES: [Br:1][C:2](=C)[CH2:3][N:4]([CH2:22][C:23]1[CH:28]=[CH:27][C:26]([O:29][CH3:30])=[CH:25][C:24]=1[O:31][CH3:32])[C:5]([C@H:7]([NH:11][C:12](=[O:21])[O:13][CH2:14][C:15]1[CH:20]=[CH:19][CH:18]=[CH:17][CH:16]=1)[CH2:8][CH:9]=C)=[O:6]>Cl[Ru](=C1N(C2C(C)=CC(C)=CC=2C)CCN1C1C(C)=CC(C)=CC=1C)(Cl)(=CC1C=CC=CC=1)[P](C1CCCCC1)(C1CCCCC1)C1CCCCC1.ClCCl>[Br:1][C:2]1[CH2:3][N:4]([CH2:22][C:23]2[CH:28]=[CH:27][C:26]([O:29][CH3:30])=[CH:25][C:24]=2[O:31][CH3:32])[C:5](=[O:6])[C@H:7]([NH:11][C:12](=[O:21])[O:13][CH2:14][C:15]2[CH:20]=[CH:19][CH:18]=[CH:17][CH:16]=2)[CH2:8][CH:9]=1 |^1:66|. Procedure: [1,3-bis-(2,4,6-trimethylphenyl-2-imidazolidinylidene)dichloro(phenylmethylene)-(tricyclohexylphosphine)ruthenium] (Grubbs second generation catalyst) (1.78 g, 2.05 mmol) was added to a solution of benzyl (1R)-1-{[(2-bromoprop-2-enyl)(2,4-dimethoxybenzyl) amino]carbonyl}but-3-enylcarbamate (5.29 g, 10.2 mmol) in dichloromethane (1000 mL) and heated to 40° C. After 18 h, the mixture was allowed to cool to ambient temperature and concentrated. Purification by silica gel chromatography (5% ethyl ac... Starting materials: CC(=O)O, [Fe], N#CCc1cccc([N+](=O)[O-])c1. The product is N#CCc1cccc(N)c1. RXN SMILES: [C:13]([OH:14])(=[O:15])[CH3:16].[Fe:17].[N+:1]([O-:2])(=[O:3])[c:4]1[cH:5][c:6]([CH2:10][C:11]#[N:12])[cH:7][cH:8][cH:9]1>>[NH2:1][c:4]1[cH:5][c:6]([CH2:10][C:11]#[N:12])[cH:7][cH:8][cH:9]1. The reactants are CCCCC(CC)C(=O)[O-], C1CCOC1, CCOC(C)=O, Cl, CN1C(=O)C(N)COc2ccccc21, [Na+], COC1C(=O)OC(C(O)C=CC(C)(C)C)C1O. Yields the product COC(C(=O)NC1COc2ccccc2N(C)C1=O)C(O)C(O)C(O)C=CC(C)(C)C. Reaction SMILES: [CH2:33]([CH:34]([CH2:35][CH2:36][CH2:37][CH3:38])[C:39]([O-:40])=[O:41])[CH3:42].[CH2:50]1[O:51][CH2:52][CH2:53][CH2:54]1.[CH3:44][CH2:45][O:46][C:47](=[O:48])[CH3:49].[ClH:18].[NH2:19][CH:20]1[CH2:21][O:22][c:23]2[c:24]([cH:29][cH:30][cH:31][cH:32]2)[N:25]([CH3:28])[C:26]1=[O:27].[Na+:43].[OH:1][CH:2]1[CH:3]([O:16][CH3:17])[C:4](=[O:15])[O:5][CH:6]1[CH:7]([CH:8]=[CH:9][C:10]([CH3:11])([CH3:12])[CH3:13])[OH:14]>>[OH:1][CH:2]([CH:3]([C:4](=[O:15])[NH:19][CH:20]1[CH2:21][O:22][c:23]2[c:24]([cH:29][cH:30][cH:31][cH:32]2)[N:25]([CH3:28])[C:26]1=[O:27])[O:16][CH3:17])[CH:6]([OH:5])[CH:7]([CH:8]=[CH:9][C:10]([CH3:11])([CH3:12])[CH3:13])[OH:14].